The task is: describe an organic reaction: reactants, conditions, products, and yield. This data is from the Open Reaction Database (ORD), a public repository of structured organic reaction records. Reactants: CC1(C=2C=CC(=CC2C(CC1)(C)C)C(=O)NC=1C=C(C=CC1)C=CC(=O)OC)C (methyl 3-{3-[(5,5,8,8-tetramethyl-5,6,7,8-tetrahydro-2-naphthalenecarbonyl)-amino]phenyl}acrylate), C1CCOC1 (THF), [OH-].[Li+] (lithium hydroxide), Cl (hydrochloric acid). The solvent is O (water). Yields the product CC1(C=2C=CC(=CC2C(CC1)(C)C)C(=O)NC=1C=C(C=CC1)C=CC(=O)O)C (3-{3-[(5,5,8,8-Tetramethyl-5,6,7,8-tetrahydro-2-naphthalenecarbonyl)amino]phenyl}acrylic acid). RXN SMILES: [CH3:1][C:2]1([CH3:29])[CH2:11][CH2:10][C:9]([CH3:13])([CH3:12])[C:8]2[CH:7]=[C:6]([C:14]([NH:16][C:17]3[CH:18]=[C:19]([CH:23]=[CH:24][C:25]([O:27]C)=[O:26])[CH:20]=[CH:21][CH:22]=3)=[O:15])[CH:5]=[CH:4][C:3]1=2.C1COCC1.[OH-].[Li+].Cl>O>[CH3:1][C:2]1([CH3:29])[CH2:11][CH2:10][C:9]([CH3:12])([CH3:13])[C:8]2[CH:7]=[C:6]([C:14]([NH:16][C:17]3[CH:18]=[C:19]([CH:23]=[CH:24][C:25]([OH:27])=[O:26])[CH:20]=[CH:21][CH:22]=3)=[O:15])[CH:5]=[CH:4][C:3]1=2 |f:2.3|. Procedure details: 2.9 g (7.4 mmol) of methyl 3-{3-[(5,5,8,8-tetramethyl-5,6,7,8-tetrahydro-2-naphthalenecarbonyl)-amino]phenyl}acrylate obtained in Example 18, 50 ml of THF and 3.1 g (74 mmol) of lithium hydroxide are introduced into a round-bottomed flask. The reaction medium is refluxed for 24 h ours and then poured into water, acidified to pH 1 with concentrated hydrochloric acid and extracted with ethyl acetate, and the organic phase is separated out after settling has taken place, washed with water, dried ov... Reported procedure: To a pressure reactor was added 2.09 g (8.3 mmol) of methyl-N-[(dimethoxyphosphinyl)methyl]-N-isopropylglycine, 2.17 g (27.2 mmol) of 50% sodium hydroxide, and 10 ml of water. The reactor vessel was flushed with nitrogen for 15 minutes, sealed, and heated to 300° C. for 3.5 hours while the pressure was controlled to maintain water within the reactor. After cooling and release of residual pressure, the reaction mixture was removed from the reactor and diluted with 5 ml of water. This solution was... Product: P(=O)(O)(O)CNCC(=O)O (N-phosphonomethylglycine). Starting materials: CC(N(C(C)C)CP(=O)(OC)OC)C(=O)O (methyl-N-[(dimethoxyphosphinyl)methyl]-N-isopropylglycine), [OH-].[Na+] (sodium hydroxide). Run in O (water). RXN SMILES: C[CH:2]([C:14]([OH:16])=[O:15])[N:3]([CH2:7][P:8]([O:12]C)([O:10]C)=[O:9])C(C)C.[OH-].[Na+]>O>[P:8]([CH2:7][NH:3][CH2:2][C:14]([OH:16])=[O:15])([OH:12])([OH:10])=[O:9] |f:1.2|. Conditions: temperature 300 celsius. Yield: 19.2%. Starting materials: COc1cccc(N=C=O)c1, CN(C)C=O, CCOC(=O)C(=O)c1csc(N)n1. The product is CCOC(=O)C(=O)c1csc(NC(=O)Nc2cccc(OC)c2)n1. Reaction SMILES: [CH3:14][O:15][c:16]1[cH:17][c:18]([N:22]=[C:23]=[O:24])[cH:19][cH:20][cH:21]1.[CH3:25][N:26]([CH3:27])[CH:28]=[O:29].[NH2:1][c:2]1[s:3][cH:4][c:5]([C:7]([C:8](=[O:9])[O:10][CH2:11][CH3:12])=[O:13])[n:6]1>>[NH:1]([c:2]1[s:3][cH:4][c:5]([C:7]([C:8](=[O:9])[O:10][CH2:11][CH3:12])=[O:13])[n:6]1)[C:23]([NH:22][c:18]1[cH:17][c:16]([O:15][CH3:14])[cH:21][cH:20][cH:19]1)=[O:24]. Starting materials: ClC1=CC=C(C=C1)[C@@H](C=1C=C(C(=O)NN)C=CC1)N1CC(C1)[C@H](C(C)(C)F)C1=CC(=CC(=C1)F)C#N (3-((S)-(4-chlorophenyl){3-[(1S)-1-(3-cyano-5-fluorophenyl)-2-fluoro-2-methylpropyl]azetidin-1-yl}methyl)benzohydrazide), C(=O)(Cl)Cl (phosgene). Run in C(Cl)Cl (CH2Cl2). Conditions: temperature 0 celsius, time 1.5 hour. Product: ClC1=CC=C(C=C1)[C@H](N1CC(C1)[C@H](C(C)(C)F)C=1C=C(C#N)C=C(C1)F)C1=CC(=CC=C1)C=1OC(NN1)=O (3-[(1S)-1-(1-{(S)-(4-chlorophenyl)[3-(5-oxo-4,5-dihydro-1,3,4-oxadiazol-2-yl)phenyl]methyl}azetidin-3-yl)-2-fluoro-2-methylpropyl]-5-fluorobenzonitrile). RXN SMILES: [Cl:1][C:2]1[CH:7]=[CH:6][C:5]([C@H:8]([N:19]2[CH2:22][CH:21]([C@@H:23]([C:28]3[CH:33]=[C:32]([F:34])[CH:31]=[C:30]([C:35]#[N:36])[CH:29]=3)[C:24]([F:27])([CH3:26])[CH3:25])[CH2:20]2)[C:9]2[CH:10]=[C:11]([CH:16]=[CH:17][CH:18]=2)[C:12]([NH:14][NH2:15])=[O:13])=[CH:4][CH:3]=1.[C:37](Cl)(Cl)=[O:38]>C(Cl)Cl>[Cl:1][C:2]1[CH:3]=[CH:4][C:5]([C@@H:8]([C:9]2[CH:18]=[CH:17][CH:16]=[C:11]([C:12]3[O:13][C:37](=[O:38])[NH:15][N:14]=3)[CH:10]=2)[N:19]2[CH2:22][CH:21]([C@@H:23]([C:28]3[CH:29]=[C:30]([CH:31]=[C:32]([F:34])[CH:33]=3)[C:35]#[N:36])[C:24]([F:27])([CH3:26])[CH3:25])[CH2:20]2)=[CH:6][CH:7]=1. Procedure details: To a solution of 3.0 g (5.85 mmol) of 3-((S)-(4-chlorophenyl){3-[(1S)-1-(3-cyano-5-fluorophenyl)-2-fluoro-2-methylpropyl]azetidin-1-yl}methyl)benzohydrazide in 100 mL of CH2Cl2 was added 3.73 mL (7.1 mmol) of phosgene solution (20% in toluene). The solution was stirred for 1.5 h at 0° C., The solution was concentrated ,and to the residue was added 6 mL of 2N NH3 in MeOH, and the mixture was concentrated again. The residue was purified by silica gel chromatography with CH2Cl2/acetone to afford th... Reactants: O (water), N (ammonia), C(C)(=O)OCC (ethyl acetate), C(C1=CC=CC=C1)N1[C@@H]2CC3=C([C@](CC1)(C2(C)C)C)C=CC=C3OS(=O)(=O)C(F)(F)F ((2R,6S)-trifluoro-methanesulfonic acid 3-benzyl-6,11,11-trimethyl-1,2,3,4,5,6-hexahydro-2,6-methano-benzo[d]azocin-10-yl ester). Reagents/catalysts: C=1C=CC(=CC1)[P](C=2C=CC=CC2)(C=3C=CC=CC3)[Pd]([P](C=4C=CC=CC4)(C=5C=CC=CC5)C=6C=CC=CC6)([P](C=7C=CC=CC7)(C=8C=CC=CC8)C=9C=CC=CC9)[P](C=1C=CC=CC1)(C=1C=CC=CC1)C=1C=CC=CC1 (Tetrakis(triphenylphosphine)palladium(0)), [C-]#N.[Zn+2].[C-]#N (zinc cyanide). The solvent is CN(C=O)C (dimethylformamide). Conditions: temperature 100 celsius, time 6 hour. Yields the product C(C1=CC=CC=C1)N1[C@@H]2CC3=C([C@](CC1)(C2(C)C)C)C=CC=C3C#N ((2R,6S)-3-Benzyl-6,11,11-trimethyl-1,2,3,4,5,6-hexahydro-2,6-methano-benzo[d]a zocine-10-carbonitrile). Reaction SMILES: [CH2:1]([N:8]1[CH2:15][CH2:14][C@:13]2([CH3:19])[C:16]([CH3:18])([CH3:17])[C@H:9]1[CH2:10][C:11]1C(OS(C(F)(F)F)(=O)=O)=[CH:22][CH:21]=[CH:20][C:12]=12)[C:2]1[CH:7]=[CH:6][CH:5]=[CH:4][CH:3]=1.O.[NH3:33].C(O[CH2:38][CH3:39])(=O)C>CN(C)C=O.C1C=CC([P]([Pd]([P](C2C=CC=CC=2)(C2C=CC=CC=2)C2C=CC=CC=2)([P](C2C=CC=CC=2)(C2C=CC=CC=2)C2C=CC=CC=2)[P](C2C=CC=CC=2)(C2C=CC=CC=2)C2C=CC=CC=2)(C2C=CC=CC=2)C2C=CC=CC=2)=CC=1.[C-]#N.[Zn+2].[C-]#N>[CH2:1]([N:8]1[CH2:15][CH2:14][C@:13]2([CH3:19])[C:16]([CH3:18])([CH3:17])[C@H:9]1[CH2:10][C:11]1[C:39]([C:38]#[N:33])=[CH:22][CH:21]=[CH:20][C:12]=12)[C:2]1[CH:7]=[CH:6][CH:5]=[CH:4][CH:3]=1 |f:6.7.8,^1:48,50,69,88|. Reported procedure: Tetrakis(triphenylphosphine)palladium(0) (2.79 g) is added to a mixture of (2R,6S)-trifluoro-methanesulfonic acid 3-benzyl-6,11,11-trimethyl-1,2,3,4,5,6-hexahydro-2,6-methano-benzo[d]azocin-10-yl ester (7.30 g) and zinc cyanide (2.85 g) in dimethylformamide (35 mL) kept in argon atmosphere. The resulting mixture is stirred at 100° C. for 6 h. After cooling to room temperature, water (300 mL), concentrated ammonia solution (10 mL), and ethyl acetate (150 mL) are added and the forming precipitate ... Reactants: CC(C)(C)OC(=O)N1CCCN(c2nc(Br)cc3ccccc23)CC1, [Li]CCCC, CON(C)C(=O)c1cccnc1F, C1CCOC1. As a reaction SMILES: [Br:6][c:7]1[n:8][c:9]([N:17]2[CH2:18][CH2:19][N:20]([C:24](=[O:25])[O:26][C:27]([CH3:28])([CH3:29])[CH3:30])[CH2:21][CH2:22][CH2:23]2)[c:10]2[cH:11][cH:12][cH:13][cH:14][c:15]2[cH:16]1.[CH2:1]([Li:2])[CH2:3][CH2:4][CH3:5].[F:31][c:32]1[c:33]([C:34](=[O:35])[N:36]([O:37][CH3:38])[CH3:39])[cH:40][cH:41][cH:42][n:43]1.[O:44]1[CH2:45][CH2:46][CH2:47][CH2:48]1>>[c:7]1([C:34]([c:33]2[c:32]([F:31])[n:43][cH:42][cH:41][cH:40]2)=[O:35])[n:8][c:9]([N:17]2[CH2:18][CH2:19][N:20]([C:24](=[O:25])[O:26][C:27]([CH3:28])([CH3:29])[CH3:30])[CH2:21][CH2:22][CH2:23]2)[c:10]2[cH:11][cH:12][cH:13][cH:14][c:15]2[cH:16]1. Yields the product CC(C)(C)OC(=O)N1CCCN(c2nc(C(=O)c3cccnc3F)cc3ccccc23)CC1.